This data is from the Open Reaction Database (ORD), a public repository of structured organic reaction records. The task is: describe an organic reaction: reactants, conditions, products, and yield Conditions: time 3 hour. The solvent is C1CCOC1.O (THF H2O). RXN SMILES: [S:1]([C:5]1[S:6][C:7]2[CH:13]=[C:12]([O:14][CH2:15][C:16]3[N:17]=[N:18][N:19]([CH2:21][C:22]([N:24]([CH2:36][C:37]([O:39]CC)=[O:38])[CH2:25][C:26]4[CH:31]=[CH:30][C:29]([C:32]([F:35])([F:34])[F:33])=[CH:28][CH:27]=4)=[O:23])[CH:20]=3)[CH:11]=[CH:10][C:8]=2[N:9]=1)(=[O:4])(=[O:3])[NH2:2].[Li+].[OH-]>C1COCC1.O>[S:1]([C:5]1[S:6][C:7]2[CH:13]=[C:12]([O:14][CH2:15][C:16]3[N:17]=[N:18][N:19]([CH2:21][C:22]([N:24]([CH2:36][C:37]([OH:39])=[O:38])[CH2:25][C:26]4[CH:27]=[CH:28][C:29]([C:32]([F:34])([F:35])[F:33])=[CH:30][CH:31]=4)=[O:23])[CH:20]=3)[CH:11]=[CH:10][C:8]=2[N:9]=1)(=[O:3])(=[O:4])[NH2:2] |f:1.2,3.4|. Procedure details: To a 20 mL round bottomed flask equipped with a magnetic stir bar containing THF:H2O (1:1, 10 mL) was placed 139 (176 mg, 0.29 mmol). To this solution LiOH (61 mg, 1.45 mmol) was added and the reaction was allowed to stir at RT for 3 h. After the reaction was done, THF was removed and the aqueous layer was acidified to pH=3 with 6 M HCl. The reaction was then poured into brine (50 mL) and extracted into CHCl3 (3×20 mL). The combined organic extracts were washed with water (20 mL), brine (20 mL),... The product is S(N)(=O)(=O)C=1SC2=C(N1)C=CC(=C2)OCC=2N=NN(C2)CC(=O)N(CC2=CC=C(C=C2)C(F)(F)F)CC(=O)O (2-(2-(4-((2-sulfamoylbenzo[d]thiazol-6-yloxy)methyl)-1H-1,2,3-triazol-1-yl)-N-(4-(trifluoromethyl)benzyl)acetamido)acetic acid). Reactants: S(N)(=O)(=O)C=1SC2=C(N1)C=CC(=C2)OCC=2N=NN(C2)CC(=O)N(CC2=CC=C(C=C2)C(F)(F)F)CC(=O)OCC (ethyl 2-(2-(4-((2-sulfamoylbenzo[d]thiazol-6-yloxy)methyl)-1H-1,2,3-triazol-1-yl)-N-(4-(trifluoromethyl)benzyl)acetamido)acetate), [Li+].[OH-] (LiOH).